From a dataset of the Open Reaction Database (ORD), a public repository of structured organic reaction records. describe an organic reaction: reactants, conditions, products, and yield Reactants: NC1=CC=CC=2CC(OC21)(C)C (7-amino-2,3-dihydro-2,2-dimethylbenzofuran), S(O)(O)(=O)=O (sulfuric acid), diazonium salt, S(=O)=O (sulfur dioxide), cupric chloride dihydrate, N(=O)[O-].[Na+] (sodium nitrite), Cl (hydrochloric acid). The solvent is O (water), C(C)(=O)O (acetic acid), O (water), ClCCCC (1-chlorobutane). Run at temperature 10 celsius, time 0.4 hour. The product is diazonium salt, CC1(OC2=C(C1)C=CC=C2S(=O)(=O)Cl)C (2,3-dihydro-2,2-dimethyl-7-benzofuransulfonyl chloride). RXN SMILES: N([O-])=O.[Na+].N[C:6]1[C:14]2[O:13][C:12]([CH3:16])([CH3:15])[CH2:11][C:10]=2[CH:9]=[CH:8][CH:7]=1.[S:17](=[O:21])(=O)(O)[OH:18].[ClH:22].S(=O)=O>O.ClCCCC.C(O)(=O)C>[CH3:15][C:12]1([CH3:16])[CH2:11][C:10]2[CH:9]=[CH:8][CH:7]=[C:6]([S:17]([Cl:22])(=[O:21])=[O:18])[C:14]=2[O:13]1 |f:0.1|. Procedure: A diazonium salt was prepared by adding 13.8 g of sodium nitrite to a suspension of 32.6 g of 7-amino-2,3-dihydro-2,2-dimethylbenzofuran and 40 ml of concentrated sulfuric acid in 200 ml water cooled 0° to 5° C. After stirring for about 0.4 hour at 0° to 5° C., the diazonium salt suspension was poured in one portion into a mixture consisting of 170 ml of acetic acid, 40 ml of concentrated hydrochloric acid, 17 g of cupric chloride dihydrate and 30 ml of sulfur dioxide and cooled by 10° C. by an ... Starting materials: II (iodine), C1=CC=C2C(=C1)C(=O)C(C2=O)(O)O (ninhydrin spray), C(C)(=O)N[C@@H](CCSC)C(=O)O (N-acetyl-L-methionine), C(C)(C)(C)OC(=O)N1CCNCC1 (N-t-butoxycarbonylpiperazine), C1(CCCCC1)N=C=NC1CCCCC1 (dicyclohexylcarbodiimide). The reagents and catalysts are C(C)(=O)O (acetic acid). The solvent is C(C)#N (acetonitrile), C(Cl)Cl (CH2Cl2), C(C)#N (acetonitrile), ClCCl (dichloromethane), O1CCCC1 (tetrahydrofuran). Reaction conditions: time 2 hour. Yields the product C(C)(C)(C)OC(=O)N1CCN(CC1)C([C@@H](NC(C)=O)CCSC)=O (1-(t-butoxycarbonyl) -4-(N-acetyl-L-methionyl)piperazine). Isolated yield 108.6%. As a reaction SMILES: [C:1]([NH:4][C@H:5]([C:10]([OH:12])=O)[CH2:6][CH2:7][S:8][CH3:9])(=[O:3])[CH3:2].C1(N=C=NC2CCCCC2)CCCCC1.[C:28]([O:32][C:33]([N:35]1[CH2:40][CH2:39][NH:38][CH2:37][CH2:36]1)=[O:34])([CH3:31])([CH3:30])[CH3:29].II.C1C=C2C(C(O)(O)C(=O)C2=CC=1)=O>C(Cl)Cl.C(O)(=O)C.O1CCCC1.C(#N)C>[C:28]([O:32][C:33]([N:35]1[CH2:40][CH2:39][N:38]([C:10](=[O:12])[C@H:5]([CH2:6][CH2:7][S:8][CH3:9])[NH:4][C:1](=[O:3])[CH3:2])[CH2:37][CH2:36]1)=[O:34])([CH3:31])([CH3:29])[CH3:30]. Procedure: A solution of 4.78 g (0.025 mol) of N-acetyl-L-methionine in CH2Cl2: acetonitrile (120 ml) was cooled to 0° C. To this solution was added 5.36 g (0.025 mol) of dicyclohexylcarbodiimide (DCC) followed by the rapid addition of 3.90 g (0.021 mol) of N-t-butoxycarbonylpiperazine in 6 ml of dichloromethane. The progress of the reaction was followed on silica gel TLC plates developed with 4:1 acetonitrile: tetrahydrofuran and visualized with either iodine or ninhydrin spray. The reaction was complete ... The reactants are CC1OC(n2c(Br)nc3cc(Cl)c(Cl)cc32)C(O)C1O, CC(C)N, ClCCl. Yields the product CC(C)Nc1nc2cc(Cl)c(Cl)cc2n1C1OC(C)C(O)C1O. As a reaction SMILES: [Br:5][c:6]1[n:7][c:8]2[c:9]([n:10]1[CH:11]1[CH:12]([OH:13])[CH:14]([OH:15])[CH:16]([CH3:18])[O:17]1)[cH:19][c:20]([Cl:24])[c:21]([Cl:23])[cH:22]2.[CH3:1][CH:2]([CH3:3])[NH2:4].[Cl:25][CH2:26][Cl:27]>>[CH3:1][CH:2]([CH3:3])[NH:4][c:6]1[n:7][c:8]2[c:9]([n:10]1[CH:11]1[CH:12]([OH:13])[CH:14]([OH:15])[CH:16]([CH3:18])[O:17]1)[cH:19][c:20]([Cl:24])[c:21]([Cl:23])[cH:22]2. Starting materials: CC=1SC(=C(N1)C)C (2,4,5-trimethylthiazol), C(C)(C)[NH-].[Li+] (lithium isopropylamide), C(CCC)[Li] (n-butyllithium), C(C)(C)NC(C)C (diisopropylamine). Run in C1CCOC1 (THF), C1CCOC1 (THF), C(C1=CC=CC=C1)#N (benzonitrile), C1CCOC1 (THF). Conditions: temperature -78 celsius. The product is NC(=CC=1SC(=C(N1)C)C)C1=CC=CC=C1 (1-amino-1-phenyl-2-(4,5-dimethylthiazol-2-yl)ethylene). The yield is 76.0%. As a reaction SMILES: [CH3:1][C:2]1[S:3][C:4]([CH3:8])=[C:5]([CH3:7])[N:6]=1.[CH:9]([NH-:12])([CH3:11])C.[Li+].[CH2:14]([Li])[CH2:15][CH2:16][CH3:17].[CH:19](NC(C)C)(C)C>C1COCC1.C(#N)C1C=CC=CC=1>[NH2:12][C:9]([C:11]1[CH:19]=[CH:14][CH:15]=[CH:16][CH:17]=1)=[CH:1][C:2]1[S:3][C:4]([CH3:8])=[C:5]([CH3:7])[N:6]=1 |f:1.2|. Procedure details: A solution of 5 g of 2,4,5-trimethylthiazol in 10 cm3 of anhydrous THF is added at -78° C. to a solution of 4.6 g of lithium isopropylamide, prepared in situ by adding 27 cm3 of n-butyllithium (1.6 M solution in hexane) to a solution of 4.35 g of diisopropylamine in 60 cm3 of anhydrous THF. After about 60 minutes a solution of 5.26 g of benzonitrile in 50 cm3 of anhydrous THF is slowly added dropwise, the temperature being maintained at -78° C. for a further 90 minutes. The temperature is left t... Reactants: [BH4-].[Na+] (Sodium borohydride), ClC1=CC=C(C=C1)CN1C(=NC2=C1C(CCCC2)=O)C(C)C (3-[(4-chlorophenyl)methyl]-2-(1-methylethyl)-5,6,7,8-tetrahydrocyclohepta[d]imidazol-4(3H)-one). Solvent: ClCCl (dichloromethane), CO (methanol). Conditions: time 1 hour. The product is ClC1=CC=C(C=C1)CN1C(=NC2=C1C(CCCC2)O)C(C)C (3-[(4-chlorophenyl)methyl]-2-(1-methylethyl)-3,4,5,6,7,8-hexahydrocyclohepta[d]imidazol-4-ol). Yield: 89.0%. Reaction SMILES: [BH4-].[Na+].[Cl:3][C:4]1[CH:9]=[CH:8][C:7]([CH2:10][N:11]2[C:15]3[C:16](=[O:21])[CH2:17][CH2:18][CH2:19][CH2:20][C:14]=3[N:13]=[C:12]2[CH:22]([CH3:24])[CH3:23])=[CH:6][CH:5]=1>ClCCl.CO>[Cl:3][C:4]1[CH:5]=[CH:6][C:7]([CH2:10][N:11]2[C:15]3[CH:16]([OH:21])[CH2:17][CH2:18][CH2:19][CH2:20][C:14]=3[N:13]=[C:12]2[CH:22]([CH3:24])[CH3:23])=[CH:8][CH:9]=1 |f:0.1|. Reported procedure: Sodium borohydride (100 mg) was added to a stirred solution of Intermediate 3 (420 mg) in dichloromethane (3 ml) and methanol (3.00 ml). The reaction mixture was stirred for 1 hour. The reaction mixture was partitioned between EtOAc (50 ml) and water (30 ml). The two phases were separated and the aqueous phase was extracted again with EtOAc (30 ml). The phases were separated, the organic extracts were combined, dried (hydrophobic frit) and concentrated under vacuum to give the title compound (37...